This data is from the Open Reaction Database (ORD), a public repository of structured organic reaction records. The task is: describe an organic reaction: reactants, conditions, products, and yield Starting materials: CCO, N#Cc1c(N)nc(Sc2ccccc2)c(C#N)c1-c1ccc(OCCO)cc1, [Na+], [OH-]. Product: N#Cc1c(N)[nH]c(=O)c(C#N)c1-c1ccc(OCCO)cc1. RXN SMILES: [CH3:31][CH2:32][OH:33].[NH2:1][c:2]1[n:3][c:4]([S:22][c:23]2[cH:24][cH:25][cH:26][cH:27][cH:28]2)[c:5]([C:20]#[N:21])[c:6](-[c:10]2[cH:11][cH:12][c:13]([O:16][CH2:17][CH2:18][OH:19])[cH:14][cH:15]2)[c:7]1[C:8]#[N:9].[Na+:30].[OH-:29]>>[NH2:1][c:2]1[nH:3][c:4](=[O:29])[c:5]([C:20]#[N:21])[c:6](-[c:10]2[cH:11][cH:12][c:13]([O:16][CH2:17][CH2:18][OH:19])[cH:14][cH:15]2)[c:7]1[C:8]#[N:9].